From a dataset of the Open Reaction Database (ORD), a public repository of structured organic reaction records. describe an organic reaction: reactants, conditions, products, and yield Starting materials: FC1=CC(=C(CN2C=CC3=CC(=CC=C23)\C=C/2\C(NC(S2)=O)=O)C=C1)C(F)(F)F ((5Z)-5-({1-[4-fluoro-2-(trifluoromethyl)benzyl]-1H-indol-5-yl}methylidene)-2,4-dioxo-1,3-thiazolidine), COCCBr (2-bromoethyl methyl ether). Yields the product FC1=CC(=C(C=C1)CN1C=CC2=CC(=CC=C12)\C=C/1\C(N(C(S1)=O)CCOC)=O)C(F)(F)F ((5Z)-5-[(1-{[4-Fluoro-2-(trifluoromethyl)phenyl]methyl}-1H-indol-5-yl)methylidene]-3-[2-(methyloxy)ethyl]-1,3-thiazolidine-2,4-dione). Reaction SMILES: [F:1][C:2]1[CH:25]=[CH:24][C:5]([CH2:6][N:7]2[C:15]3[C:10](=[CH:11][C:12](/[CH:16]=[C:17]4/[C:18](=[O:23])[NH:19][C:20](=[O:22])[S:21]/4)=[CH:13][CH:14]=3)[CH:9]=[CH:8]2)=[C:4]([C:26]([F:29])([F:28])[F:27])[CH:3]=1.[CH3:30][O:31][CH2:32][CH2:33]Br>>[F:1][C:2]1[CH:25]=[CH:24][C:5]([CH2:6][N:7]2[C:15]3[C:10](=[CH:11][C:12](/[CH:16]=[C:17]4/[C:18](=[O:23])[N:19]([CH2:33][CH2:32][O:31][CH3:30])[C:20](=[O:22])[S:21]/4)=[CH:13][CH:14]=3)[CH:9]=[CH:8]2)=[C:4]([C:26]([F:29])([F:27])[F:28])[CH:3]=1. Procedure: (5Z)-5-[(1-{[4-Fluoro-2-(trifluoromethyl)phenyl]methyl}-1H-indol-5-yl)methylidene]-3-[2-(methyloxy)ethyl]-1,3-thiazolidine-2,4-dione was prepared from [(5Z)-5-({1-[4-fluoro-2-(trifluoromethyl)benzyl]-1H-indol-5-yl}methylidene)-2,4-dioxo-1,3-thiazolidine (from Example 249) and 2-bromoethyl methyl ether following General Procedure H. Starting materials: C(C)[Mg]Br (Ethyl magnesium bromide), CN(C)C=NS(=O)(=O)C1=CC=C(C=C1)C1=CC(=CC=C1OC)C1=C(C(=C(S1)C(=O)N(C)OC)C)C (5-(4′-(N-((dimethylamino)methylene)sulfamoyl)-6-methoxy-[1,1′-biphenyl]-3-yl)-N-methoxy-N,3,4-trimethylthiophene-2-carboxamide). The solvent is C1CCOC1 (THF). Reaction conditions: temperature 72.5 celsius. The product is CC1=C(SC(=C1C)C(CC)=O)C=1C=CC(=C(C1)C1=CC=C(C=C1)S(=O)(=O)N)OC (5′-(3,4-dimethyl-5-propionylthiophen-2-yl)-2′-methoxy-[1,1′-biphenyl]-4-sulfonamide). As a reaction SMILES: [CH2:1]([Mg]Br)[CH3:2].CN(C=[N:9][S:10]([C:13]1[CH:18]=[CH:17][C:16]([C:19]2[C:24]([O:25][CH3:26])=[CH:23][CH:22]=[C:21]([C:27]3[S:31][C:30]([C:32](N(OC)C)=[O:33])=[C:29]([CH3:38])[C:28]=3[CH3:39])[CH:20]=2)=[CH:15][CH:14]=1)(=[O:12])=[O:11])C>C1COCC1>[CH3:39][C:28]1[C:29]([CH3:38])=[C:30]([C:32](=[O:33])[CH2:1][CH3:2])[S:31][C:27]=1[C:21]1[CH:22]=[CH:23][C:24]([O:25][CH3:26])=[C:19]([C:16]2[CH:15]=[CH:14][C:13]([S:10]([NH2:9])(=[O:12])=[O:11])=[CH:18][CH:17]=2)[CH:20]=1. Procedure details: Ethyl magnesium bromide (0.14 g, 1.1 ml, 1.06 mmol) was added drop wise to a solution of 5-(4′-(N-((dimethylamino)methylene)sulfamoyl)-6-methoxy-[1,1′-biphenyl]-3-yl)-N-methoxy-N,3,4-trimethylthiophene-2-carboxamide (Step 7, 0.11 g, 0.21 mmol) in anhydrous THF (10 ml) at 25° C. under stirring. The reaction mixture was then heated to 70-75° C. for 1 hour. The progress of the reaction was monitored by TLC. The reaction mixture was then cooled to 0° C. The cooled reaction mixture was then quenched ... Starting materials: [BH4-].[Li+] (lithium borohydride), O (water), C1(=CC=CC=C1)SC1=C(C(=O)OC)C=C(C=C1)C(F)(F)F (methyl 2-(phenylthio)-5-trifluoromethyl-benzoate), 2-N, Cl (hydrochloric acid). Run in O1CCCC1 (tetrahydrofuran), O1CCCC1 (tetrahydrofuran). Reaction conditions: temperature 2 celsius. Product: C1(=CC=CC=C1)SC1=C(CO)C=C(C=C1)C(F)(F)F (2-(phenylthio)-5-trifluoromethyl-benzyl alcohol). Reaction SMILES: [BH4-].[Li+].[C:3]1([S:9][C:10]2[CH:19]=[CH:18][C:17]([C:20]([F:23])([F:22])[F:21])=[CH:16][C:11]=2[C:12](OC)=[O:13])[CH:8]=[CH:7][CH:6]=[CH:5][CH:4]=1.Cl.O>O1CCCC1>[C:3]1([S:9][C:10]2[CH:19]=[CH:18][C:17]([C:20]([F:23])([F:21])[F:22])=[CH:16][C:11]=2[CH2:12][OH:13])[CH:4]=[CH:5][CH:6]=[CH:7][CH:8]=1 |f:0.1|. Procedure: 21.5 g of lithium borohydride are suspended in 375 ml of tetrahydrofuran under a nitrogen atmosphere and heated to reflux. This suspension is treated dropwise under reflux over a period of 20 minutes with a solution of 130 g of methyl 2-(phenylthio)-5-trifluoromethyl-benzoate in 600 ml of tetrahydrofuran. The mixture is stirred under reflux for 2 hours and subsequently cooled to 2° C. The mixture is treated over a period of 10 minutes with 450 ml of 2-N aqueous hydrochloric acid in such a manner... Reactants: ClC1=C(C=CC=C1)C1=NCC(NC2=C1C=C(C(=C2)OCCCN2CCOCC2)C#N)=S (5-(2-chlorophenyl)-7-cyano-1,3-dihydro-8-(3-(4-morpholinyl)propoxy)-2H-1,4-benzodiazepin-2-thione), COC(C)(N(C)C)OC (1,1-dimethoxy-N,N-dimethyl-ethanamine), NN (hydrazine). The product is ClC1=C(C=CC=C1)C1=NC=2C(=NC3=C1C=C(C(=C3)OCCCN3CCOCC3)C#N)NNC2C (5-(2-chlorophenyl)-7-cyano-1,2-dihydro-8-(3-(4-morpholinyl)propoxy)-3-methyl-pyrazolo[3,4-b][1,4]benzodiazepine). As a reaction SMILES: [Cl:1][C:2]1[CH:7]=[CH:6][CH:5]=[CH:4][C:3]=1[C:8]1[C:14]2[CH:15]=[C:16]([C:29]#[N:30])[C:17]([O:19][CH2:20][CH2:21][CH2:22][N:23]3[CH2:28][CH2:27][O:26][CH2:25][CH2:24]3)=[CH:18][C:13]=2[NH:12][C:11](=S)[CH2:10][N:9]=1.CO[C:34](OC)([N:36](C)C)[CH3:35].[NH2:41]N>>[Cl:1][C:2]1[CH:7]=[CH:6][CH:5]=[CH:4][C:3]=1[C:8]1[C:14]2[CH:15]=[C:16]([C:29]#[N:30])[C:17]([O:19][CH2:20][CH2:21][CH2:22][N:23]3[CH2:28][CH2:27][O:26][CH2:25][CH2:24]3)=[CH:18][C:13]=2[N:12]=[C:11]2[NH:41][NH:36][C:34]([CH3:35])=[C:10]2[N:9]=1. Procedure details: 5-(2-chlorophenyl)-7-cyano-1,2-dihydro-8-(3-(4-morpholinyl)propoxy)-3-methyl-pyrazolo[3,4-b][1,4]benzodiazepine (IVk) was prepared by reacting 0.00054 moles of 5-(2-chlorophenyl)-7-cyano-1,3-dihydro-8-(3-(4-morpholinyl)propoxy)-2H-1,4-benzodiazepin-2-thione (thiolactam IIk) with 1,1-dimethoxy-N,N-dimethyl-ethanamine and then hydrazine in a manner analogous to Example 55. MH+/Z=477. The reactants are FC(C(=O)O)(F)F (Trifluoroacetic acid), COC(=O)[C@H]1N(C[C@@H](C1)S(=O)(=O)C1=C(C=CC=C1)C(F)(F)F)C(CC(C)=NN(C)C(=O)OC(C)(C)C)=S ((2S,4R)-1-[3-(tert-butoxycarbonyl-methyl-hydrazono)-thiobutyryl]-4-(2-trifluoromethyl-benzenesulfonyl)-pyrrolidine-2-carboxylic acid methyl ester), Ice water, C(C)(C)OC(=O)C (iPrOAc). Solvent: ClCCl (dichloromethane). Run at time 72 hour. Yields the product COC(=O)[C@H]1N(C[C@@H](C1)S(=O)(=O)C1=C(C=CC=C1)C(F)(F)F)C=1N(N=C(C1)C)C ((2S,4R)-1-(2,5-Dimethyl-2H-pyrazol-3-yl)-4-(2-trifluoromethyl-benzenesulfonyl)-pyrrolidine-2-carboxylic acid methyl ester). Isolated yield 28.7%. As a reaction SMILES: FC(F)(F)C(O)=O.[CH3:8][O:9][C:10]([C@@H:12]1[CH2:16][C@@H:15]([S:17]([C:20]2[CH:25]=[CH:24][CH:23]=[CH:22][C:21]=2[C:26]([F:29])([F:28])[F:27])(=[O:19])=[O:18])[CH2:14][N:13]1[C:30](=S)[CH2:31][C:32](=[N:34][N:35](C(OC(C)(C)C)=O)[CH3:36])[CH3:33])=[O:11].C(OC(C)=O)(C)C>ClCCl>[CH3:8][O:9][C:10]([C@@H:12]1[CH2:16][C@@H:15]([S:17]([C:20]2[CH:25]=[CH:24][CH:23]=[CH:22][C:21]=2[C:26]([F:28])([F:29])[F:27])(=[O:19])=[O:18])[CH2:14][N:13]1[C:30]1[N:35]([CH3:36])[N:34]=[C:32]([CH3:33])[CH:31]=1)=[O:11]. Reported procedure: Trifluoroacetic acid (61 ul, 0.8 mmol) was added to a solution of (2S,4R)-1-[3-(tert-butoxycarbonyl-methyl-hydrazono)-thiobutyryl]-4-(2-trifluoromethyl-benzenesulfonyl)-pyrrolidine-2-carboxylic acid methyl ester (90 mg, 160 umol) in dichloromethane (0.3 ml) under an argon atmosphere. The mixture was stirred at ambient temperature for 72 h. Ice water/10% aqueous sodium carbonate solution 1/1 and iPrOAc were added and the layers were separated. The aqueous layer was extracted four more times with ...